From a dataset of the Open Reaction Database (ORD), a public repository of structured organic reaction records. describe an organic reaction: reactants, conditions, products, and yield The reactants are O (water), C(C)OC(=O)C=1C2=C(N(C1)C(=O)OC(C)(C)C)CCC=CC2=O (4-Oxo-7,8-dihydro-4H-cyclohepta[b]pyrrole-1,3-dicarboxylic acid 1-tert-butyl ester 3-ethyl ester), [Li+].[F-] (LiF), C(C1=CC=CC=C1)N(C[Si](C)(C)C)COC (benzyl-methoxymethyl-trimethylsilanylmethyl-amine). Reaction conditions: time 6 hour. Run in CC#N (CH3CN). Product: C(C)OC(=O)C1=CN(C=2CCC3C(C(C12)=O)CN(C3)CC3=CC=CC=C3)C(=O)OC(C)(C)C (6-Benzyl-4-oxo-4,4a,5,6,7,7a,8,9-octahydro-1,6-diaza-cyclopenta[f]azulene-1,3-dicarboxylic acid 1-tert-butyl ester 3-ethyl ester). Reaction SMILES: [CH2:1]([O:3][C:4]([C:6]1[C:7]2[C:22](=[O:23])[CH:21]=[CH:20][CH2:19][CH2:18][C:8]=2[N:9]([C:11]([O:13][C:14]([CH3:17])([CH3:16])[CH3:15])=[O:12])[CH:10]=1)=[O:5])[CH3:2].[Li+].[F-].[CH2:26]([N:33]([CH2:39]OC)[CH2:34][Si](C)(C)C)[C:27]1[CH:32]=[CH:31][CH:30]=[CH:29][CH:28]=1.O>CC#N>[CH2:1]([O:3][C:4]([C:6]1[C:7]2[C:22](=[O:23])[CH:21]3[CH2:34][N:33]([CH2:26][C:27]4[CH:32]=[CH:31][CH:30]=[CH:29][CH:28]=4)[CH2:39][CH:20]3[CH2:19][CH2:18][C:8]=2[N:9]([C:11]([O:13][C:14]([CH3:17])([CH3:15])[CH3:16])=[O:12])[CH:10]=1)=[O:5])[CH3:2] |f:1.2|. Procedure details: 4-Oxo-7,8-dihydro-4H-cyclohepta[b]pyrrole-1,3-dicarboxylic acid 1-tert-butyl ester 3-ethyl ester (2.92 g, 9.15 mmol), LiF (296 mg, 11.4 mmol) and benzyl-methoxymethyl-trimethylsilanylmethyl-amine are mixed together in CH3CN (10 ml). The reaction mixture is sonicated under N2. The water bath is kept under 35° C. with ice. After 6 h, solvents are removed in vacuo. The residue is put on a column (1:1 EtOAc hexanes) to afford the title compound as clear oil, which solidified upon standing. 1H NMR (4... The reactants are BrC=1C=CC2=C(C=3N(CCO2)C(=C(N3)C(=O)N)C(=O)NC)C1 (10-bromo-N3-methyl-5,6-dihydrobenzo[f]imidazo[1,2-d][1,4]oxazepine-2,3-dicarboxamide), C(#C)C1(CCC1)O (1-ethynylcyclobutanol). The product is OC1(CCC1)C#CC=1C=CC2=C(C=3N(CCO2)C(=C(N3)C(=O)N)C(=O)NC)C1 (10-[2-(1-hydroxycyclobutyl)ethynyl]-N3-methyl-5,6-dihydroimidazo[1,2-d][1,4]benzoxazepine-2,3-dicarboxamide). Isolated yield 46.2%. Reaction SMILES: Br[C:2]1[CH:3]=[CH:4][C:5]2[O:11][CH2:10][CH2:9][N:8]3[C:12]([C:18]([NH:20][CH3:21])=[O:19])=[C:13]([C:15]([NH2:17])=[O:16])[N:14]=[C:7]3[C:6]=2[CH:22]=1.[C:23]([C:25]1([OH:29])[CH2:28][CH2:27][CH2:26]1)#[CH:24]>>[OH:29][C:25]1([C:23]#[C:24][C:2]2[CH:3]=[CH:4][C:5]3[O:11][CH2:10][CH2:9][N:8]4[C:12]([C:18]([NH:20][CH3:21])=[O:19])=[C:13]([C:15]([NH2:17])=[O:16])[N:14]=[C:7]4[C:6]=3[CH:22]=2)[CH2:28][CH2:27][CH2:26]1. Reported procedure: 10-bromo-N3-methyl-5,6-dihydrobenzo[f]imidazo[1,2-d][1,4]oxazepine-2,3-dicarboxamide was reacted with 1-ethynylcyclobutanol as described in General Procedure F without making critical modifications to afford 48 mg (46.2%) of 10-[2-(1-hydroxycyclobutyl)ethynyl]-N3-methyl-5,6-dihydroimidazo[1,2-d][1,4]benzoxazepine-2,3-dicarboxamide. M+1=381.2. Starting materials: COC=1C=C(C=CC1OC)C1=CC(N(C(N1CC)=O)C)=NC1=C(C=C(C=C1C)C)C (3,4-dihydro-6-(3,4-dimethoxyphenyl)-1-ethyl-3-methyl-4-(2,4,6-trimethylphenylimino)-2(1H)-pyrimidinone), Cl (hydrochloric acid). Run in O (water). Yields the product Cl.COC=1C=C(C=CC1OC)C1=CC(N(C(N1CC)=O)C)=NC1=C(C=C(C=C1C)C)C (3,4-dihydro-6-(3,4-dimethoxyphenyl)-1-ethyl-3-methyl-4-(2,4,6-trimethylphenylimino)-2(1H)-pyrimidinone hydrochloride). RXN SMILES: [CH3:1][O:2][C:3]1[CH:4]=[C:5]([C:11]2[N:16]([CH2:17][CH3:18])[C:15](=[O:19])[N:14]([CH3:20])[C:13](=[N:21][C:22]3[C:27]([CH3:28])=[CH:26][C:25]([CH3:29])=[CH:24][C:23]=3[CH3:30])[CH:12]=2)[CH:6]=[CH:7][C:8]=1[O:9][CH3:10].[ClH:31]>O>[ClH:31].[CH3:1][O:2][C:3]1[CH:4]=[C:5]([C:11]2[N:16]([CH2:17][CH3:18])[C:15](=[O:19])[N:14]([CH3:20])[C:13](=[N:21][C:22]3[C:23]([CH3:30])=[CH:24][C:25]([CH3:29])=[CH:26][C:27]=3[CH3:28])[CH:12]=2)[CH:6]=[CH:7][C:8]=1[O:9][CH3:10] |f:3.4|. Reported procedure: To a suspension of 3,4-dihydro-6-(3,4-dimethoxyphenyl)-1-ethyl-3-methyl-4-(2,4,6-trimethylphenylimino)-2(1H)-pyrimidinone (11.3 g) in water (20 ml) was added conc. hydrochloric acid (3.1 ml) and the mixture was evaporated under reduced pressure. To the residue was added ethanol (20 ml) and evaporated under reduced pressure again. The residue was crystallized from a mixture of diisopropyl ether and methanol (1:1) to give 3,4-dihydro-6-(3,4-dimethoxyphenyl)-1-ethyl-3-methyl-4-(2,4,6-trimethylpheny... Reactants: FC(C=1C=C(C=CC1)CC(CC(CC)=O)=O)(F)F (1-(3-trifluoromethylphenyl)-2,4-hexanedione), COC(N(C)C)OC (N,N-dimethylformamide dimethyl acetal). Run at time 60 hour. Yields the product CN1C=C(C(C(=C1)C1=CC(=CC=C1)C(F)(F)F)=O)C(CC)=O (1-Methyl-3-propionyl-5-(3-trifluoromethylphenyl)-4(1H)-pyridinone). RXN SMILES: [F:1][C:2]([F:18])([F:17])[C:3]1[CH:4]=[C:5]([CH2:9][C:10](=[O:16])[CH2:11][C:12](=[O:15])[CH2:13][CH3:14])[CH:6]=[CH:7][CH:8]=1.CO[CH:21](OC)[N:22]([CH3:24])[CH3:23]>>[CH3:21][N:22]1[CH:24]=[C:9]([C:5]2[CH:6]=[CH:7][CH:8]=[C:3]([C:2]([F:17])([F:18])[F:1])[CH:4]=2)[C:10](=[O:16])[C:11]([C:12](=[O:15])[CH2:13][CH3:14])=[CH:23]1. Reported procedure: A 29.1 g. portion of 1-(3-trifluoromethylphenyl)-2,4-hexanedione was combined with 120 ml. of N,N-dimethylformamide dimethyl acetal and the mixture was stirred under reflux overnight. The mixture was then evaporated to a thick dark brown oil under vacuum, and the residue was dissolved in 250 ml. of methanol. Forty g. of methylamine hydrochloride was added and the mixture was stirred under reflux for 2 hours, and at ambient temperature for 60 hours. The mixture was then evaporated under vacuum to... The reactants are C(CCC)NC(=S)N (N-Butylthiourea), C(C(=O)Cl)(=O)Cl (oxalyl chloride). Yields the product C(CCC)N1C(NC(C1=O)=O)=S (1-butyl-2-thioxo-4,5-imidazolidinedione). RXN SMILES: [CH2:1]([NH:5][C:6]([NH2:8])=[S:7])[CH2:2][CH2:3][CH3:4].[C:9](Cl)(=[O:13])[C:10](Cl)=[O:11]>>[CH2:1]([N:5]1[C:10](=[O:11])[C:9](=[O:13])[NH:8][C:6]1=[S:7])[CH2:2][CH2:3][CH3:4]. Reported procedure: N-Butylthiourea is treated with oxalyl chloride to give 1-butyl-2-thioxo-4,5-imidazolidinedione which when substituted for 1-methyl-2-thioxo-4,5-imidazolidinedione in the procedure of Example 1 gives S-[5-(N'-butylthioureido)pentyl]isothiourea. Reactants: C(CCl)Cl (EDC), C=1C=CC2=C(C1)N=NN2O (HOBt), CCN(C(C)C)C(C)C (DIEA), O.N1N=NN=C1N (1H-tetraazol-5-amine monohydrate), CN1C(N(C2=C1C(=CC(=C2)C(F)(F)F)S(=O)(=O)C)CC2=CC=C(C(=O)OC)C=C2)=NC2=CC=C(C=C2)OC(F)(F)F (Methyl 4-[(3-methyl-4-methylsufonyl-2-{[4-(trifluoromethoxy)-phenyl]imino}-6-(trifluoromethyl)-2,3-dihydro-1H-benzimidazol-1-yl)methyl]benzoate), [Li+].[OH-] (LiOH). Run in CCOC(=O)C (EtOAc), CN(C)C=O (DMF), O1CCOCC1 (dioxane), O (H2O). Run at temperature 40 celsius, time 1 hour. Yields the product CN1C(N(C2=C1C(=CC(=C2)C(F)(F)F)S(=O)(=O)C)CC2=CC=C(C(=O)NC1=NN=NN1)C=C2)=NC2=CC=C(C=C2)OC(F)(F)F (4-[(3-methyl4-methylsufonyl-2-{[4-(trifluoromethoxy)-phenyl]imino}-6-(trifluoromethyl)-2,3-dihydro-1H-benzimidazol-1-yl)methyl]-N-1H-tetrazol-5-ylbenzamide). RXN SMILES: [CH3:1][N:2]1[C:6]2[C:7]([S:15]([CH3:18])(=[O:17])=[O:16])=[CH:8][C:9]([C:11]([F:14])([F:13])[F:12])=[CH:10][C:5]=2[N:4]([CH2:19][C:20]2[CH:29]=[CH:28][C:23]([C:24](OC)=[O:25])=[CH:22][CH:21]=2)[C:3]1=[N:30][C:31]1[CH:36]=[CH:35][C:34]([O:37][C:38]([F:41])([F:40])[F:39])=[CH:33][CH:32]=1.[Li+].[OH-].C(Cl)CCl.C1C=CC2N(O)N=NC=2C=1.CCN(C(C)C)C(C)C.O.[NH:68]1[C:72]([NH2:73])=[N:71][N:70]=[N:69]1>O1CCOCC1.O.CCOC(C)=O.CN(C=O)C>[CH3:1][N:2]1[C:6]2[C:7]([S:15]([CH3:18])(=[O:17])=[O:16])=[CH:8][C:9]([C:11]([F:12])([F:13])[F:14])=[CH:10][C:5]=2[N:4]([CH2:19][C:20]2[CH:21]=[CH:22][C:23]([C:24]([NH:73][C:72]3[NH:71][N:70]=[N:69][N:68]=3)=[O:25])=[CH:28][CH:29]=2)[C:3]1=[N:30][C:31]1[CH:36]=[CH:35][C:34]([O:37][C:38]([F:40])([F:39])[F:41])=[CH:33][CH:32]=1 |f:1.2,6.7|. Procedure details: To a solution of the crude product from Example 10, Step B in dioxane (1 mL) was added LiOH (9.5 mg, 0.04 mmol) in 0.5 mL H2O, and the reaction mixture was stirred at 40° C. After 1 h, the reaction mixture was diluted with EtOAc and washed with pH 7 phosphate buffer. The aqueous phase was extracted twice with EtOAc, and the combined organic phases were dried over Na2SO4 and concentrated. To the crude mixture of carboxylic acids were added EDC (113 mg, 0.59 mmol), HOBt (91 mg, 0.59 mmol), DMF (1 ...